From a dataset of the Open Reaction Database (ORD), a public repository of structured organic reaction records. describe an organic reaction: reactants, conditions, products, and yield Reactants: BrCCOCCOCCOCCOC1=C(C=C(C=C1)C[C@H]([C@H](CC1=CC(=C(C=C1)OC)OC)C)C)OC ((±)-(2R,3S)-1-[4-(12-Bromo-1,4,7,10-tetraoxadodecanyl)-3-methoxyphenyl]-4-(3,4-dimethoxyphenyl)-2,3-dimethylbutane), C([O-])([O-])=O.[K+].[K+] (potassium carbonate), [N+](=O)([O-])C=1NC=CN1 (2-nitroimidazole). Yields the product COC=1C=C(C=CC1OC)C[C@@H]([C@@H](CC1=CC(=C(C=C1)OCCOCCOCCOCCN1C(=NC=C1)[N+](=O)[O-])OC)C)C ((±)-(2R,3S)-4-(3,4-Dimethoxyphenyl)-1-[3-methoxy-4-[12-(2-nitro-1H-imidazol-1-yl)-1,4,7,10-tetraoxadodecanyl]phenyl]-2,3-dimethylbutane). Isolated yield 83.3%. RXN SMILES: Br[CH2:2][CH2:3][O:4][CH2:5][CH2:6][O:7][CH2:8][CH2:9][O:10][CH2:11][CH2:12][O:13][C:14]1[CH:19]=[CH:18][C:17]([CH2:20][C@@H:21]([CH3:35])[C@@H:22]([CH3:34])[CH2:23][C:24]2[CH:29]=[CH:28][C:27]([O:30][CH3:31])=[C:26]([O:32][CH3:33])[CH:25]=2)=[CH:16][C:15]=1[O:36][CH3:37].C(=O)([O-])[O-].[K+].[K+].[N+:44]([C:47]1[NH:48][CH:49]=[CH:50][N:51]=1)([O-:46])=[O:45]>>[CH3:33][O:32][C:26]1[CH:25]=[C:24]([CH2:23][C@H:22]([CH3:34])[C@H:21]([CH3:35])[CH2:20][C:17]2[CH:18]=[CH:19][C:14]([O:13][CH2:12][CH2:11][O:10][CH2:9][CH2:8][O:7][CH2:6][CH2:5][O:4][CH2:3][CH2:2][N:48]3[CH:49]=[CH:50][N:51]=[C:47]3[N+:44]([O-:46])=[O:45])=[C:15]([O:36][CH3:37])[CH:16]=2)[CH:29]=[CH:28][C:27]=1[O:30][CH3:31] |f:1.2.3|. Procedure: The Standard Procedure 2 was followed by use of 9b (36.6 mg, 0.0627 mmol, 1.0 equiv), potassium carbonate (18.0 mg, 0.130 mmol, 2.1 equiv), and 2-nitroimidazole (6b, 14.4 mg, 0.126 mmol, 2.0 equiv). After workup and purification with column chromatography (80% EtOAc in hexanes as eluant), 10d (32.1 mg, 0.0522 mmol) was obtained in 83% yield as a yellow gummy oil: 1H NMR (CDCl3, 400 MHz) δ 0.81 (d, J=6.4 Hz, 3H, CH3), 0.82 (d, J=6.4 Hz, 3H, CH3), 1.73 (m, 2H, 2×CH), 2.25-2.31 (m, 2H, 2×ArCH), 2.7... Reactants: C(C)(C)(C)OC(=O)N1CCN(CC1)C(C1=CC=CC=C1)C1=CC=C(C(=O)O)C=C1 (4-((4-t-Butoxycarbonyl-1-piperazinyl)-benzyl)-benzoic acid), Cl (HCl). Run in C(C)(=O)O (acetic acid). The product is Cl.Cl.N1(CCNCC1)C(C1=CC=CC=C1)C1=CC=C(C(=O)O)C=C1 (4-((1-piperazinyl)-benzyl)-benzoic acid dihydrochloride). Reaction SMILES: C(OC([N:8]1[CH2:13][CH2:12][N:11]([CH:14]([C:21]2[CH:29]=[CH:28][C:24]([C:25]([OH:27])=[O:26])=[CH:23][CH:22]=2)[C:15]2[CH:20]=[CH:19][CH:18]=[CH:17][CH:16]=2)[CH2:10][CH2:9]1)=O)(C)(C)C.[ClH:30]>C(O)(=O)C>[ClH:30].[ClH:30].[N:11]1([CH:14]([C:21]2[CH:22]=[CH:23][C:24]([C:25]([OH:27])=[O:26])=[CH:28][CH:29]=2)[C:15]2[CH:16]=[CH:17][CH:18]=[CH:19][CH:20]=2)[CH2:12][CH2:13][NH:8][CH2:9][CH2:10]1 |f:3.4.5|. Procedure details: Compound 78 (150 mg, 0.38 mmol) was treated with excess HCl in acetic acid 1 h. Acid removed in vacuo and residue dissolved in methanol and precipitated by addition of ether. The precipitate was dried in vacuum at 100° C. Mp: 172-80° C. IR (KBr) (cm−1): 3000(br), 1700, 1606, 1454. 1H NMR: (DMSO-d6): δ=12.85 (s, 1H, CO2H), 8.95 (s, 2H, NH), 7.92-7.20 (m, 9H, Ar—H), 4.56 (s, 1H, Ar2CH), 3.33 (s, 8H, piperazne-H). Anal. calc. for C18H20N2O2×2HCl, C,58.54; H, 6.00; N, 7.59. Found: C, 59.9; H, 6.47; ... The reactants are O=C([O-])C=CC(=O)[O-], CN1CCNCC1, COc1ccc(OC)c2c1CCOC2CCl, O. Product: O=C(O)C=CC(=O)O, COc1ccc(OC)c2c1CCOC2CN1CCN(C)CC1. As a reaction SMILES: [C:24]([CH:25]=[CH:26][C:27](=[O:28])[O-:29])(=[O:30])[O-:31].[CH3:17][N:18]1[CH2:19][CH2:20][NH:21][CH2:22][CH2:23]1.[Cl:1][CH2:2][CH:3]1[O:4][CH2:5][CH2:6][c:7]2[c:8]([O:15][CH3:16])[cH:9][cH:10][c:11]([O:13][CH3:14])[c:12]21.[OH2:32]>>[C:24]([CH:25]=[CH:26][C:27](=[O:28])[OH:29])(=[O:30])[OH:31].[CH2:2]([CH:3]1[O:4][CH2:5][CH2:6][c:7]2[c:8]([O:15][CH3:16])[cH:9][cH:10][c:11]([O:13][CH3:14])[c:12]21)[N:21]1[CH2:20][CH2:19][N:18]([CH3:17])[CH2:23][CH2:22]1. The reactants are FC1=CC=C(CC2NCCC3=CC(=CC(=C23)OC)OC)C=C1 (1-(4-fluoro-benzyl)-6,8-dimethoxy-1,2,3,4-tetrahydro-isoquinoline), ClCCNC(=O)NC1=CC(=NC2=CC=CC=C12)C (1-(2-chloro-ethyl)-3-(2-methyl-quinolin-4-yl)-urea), TEA, N[C@@H](CC1=CC=C2C=CC=CC2=C1)C(=O)O (Nal). Solvent: C1CCOC1 (THF). Reaction conditions: temperature 75 celsius, time 5 day. Yields the product FC1=CC=C(CC2N(CCC3=CC(=CC(=C23)OC)OC)CCNC(=O)NC2=CC(=NC3=CC=CC=C23)C)C=C1 (1-{2-[1-(4-Fluoro-benzyl)-6,8-dimethoxy-3,4-dihydro-1H-isoquinolin-2-yl]-ethyl}-3-(2-methyl-quinolin-4-yl)-urea). As a reaction SMILES: [F:1][C:2]1[CH:22]=[CH:21][C:5]([CH2:6][CH:7]2[C:16]3[C:11](=[CH:12][C:13]([O:19][CH3:20])=[CH:14][C:15]=3[O:17][CH3:18])[CH2:10][CH2:9][NH:8]2)=[CH:4][CH:3]=1.Cl[CH2:24][CH2:25][NH:26][C:27]([NH:29][C:30]1[C:39]2[C:34](=[CH:35][CH:36]=[CH:37][CH:38]=2)[N:33]=[C:32]([CH3:40])[CH:31]=1)=[O:28].N[C@H](C(O)=O)CC1C=C2C(C=CC=C2)=CC=1>C1COCC1>[F:1][C:2]1[CH:3]=[CH:4][C:5]([CH2:6][CH:7]2[C:16]3[C:11](=[CH:12][C:13]([O:19][CH3:20])=[CH:14][C:15]=3[O:17][CH3:18])[CH2:10][CH2:9][N:8]2[CH2:24][CH2:25][NH:26][C:27]([NH:29][C:30]2[C:39]3[C:34](=[CH:35][CH:36]=[CH:37][CH:38]=3)[N:33]=[C:32]([CH3:40])[CH:31]=2)=[O:28])=[CH:21][CH:22]=1. Procedure: To a solution of 1-(4-fluoro-benzyl)-6,8-dimethoxy-1,2,3,4-tetrahydro-isoquinoline (example A1, 50 mg, 0.16 mmol) in anhydrous THF (2.5 mL) is added 1-(2-chloro-ethyl)-3-(2-methyl-quinolin-4-yl)-urea (example D1, 43.8 mg, 0.16 mmol), TEA (34.6 μL, 0.25 mmol) and Nal (2.5 mg, 0.017 mmol). The mixture is stirred at 75° C. for five days in a sealed flask. The reaction mixture is evaporated, and the residue is purified by preparative HPLC to provide the title compound. The reactants are ClC1=C(O[C@H](C(=O)OC)C)C=C(C=C1)C ((S)-Methyl 2-(2-chloro-5-methylphenoxy)propanoate), ClC1=C(C=C(C=C1)O)C (4-chloro-3-methylphenol). Product: ClC1=C(C=C(O[C@H](C(=O)OC)C)C=C1)C ((S)-Methyl 2-(4-chloro-3-methylphenoxy)propanoate). RXN SMILES: Cl[C:2]1[CH:14]=[CH:13][C:12]([CH3:15])=[CH:11][C:3]=1[O:4][C@@H:5]([CH3:10])[C:6]([O:8][CH3:9])=[O:7].[Cl:16]C1C=CC(O)=CC=1C>>[Cl:16][C:13]1[CH:14]=[CH:2][C:3]([O:4][C@@H:5]([CH3:10])[C:6]([O:8][CH3:9])=[O:7])=[CH:11][C:12]=1[CH3:15]. Procedure details: The title compound was prepared following the same general protocol as described for the synthesis of the (S)-methyl 2-(2-chloro-5-methylphenoxy)propanoate (Step 1, Example 55), using the 4-chloro-3-methylphenol instead of the 2-chloro-5-methylphenol. The reactants are CS(=O)(=O)O (methanesulfonic acid), N1(CCCCC1)CC1=CC(=NC=C1)OC\C=C/CNC(CSCCOC(C)=O)=O (N-[4-(4-piperidinomethyl-2-pyridyloxy)-cis-2-butenyl]-2-(2-acetoxyethylthio)acetamide), ClC=1C=C(C(=O)OO)C=CC1 (3-chloroperoxybenzoic acid). Run in ClCCCl (1,2-dichloroethane). Run at temperature -10 celsius, time 2 hour. Product: N1(CCCCC1)CC1=CC(=NC=C1)OC\C=C/CNC(CS(=O)CCOC(C)=O)=O (N-[4-(4-Piperidinomethyl-2-pyridyloxy)-cis-2-butenyl]-2-(2-acetoxyethylsulfinyl)acetamide). Yield: 73.0%. Reaction SMILES: CS(O)(=O)=[O:3].[N:6]1([CH2:12][C:13]2[CH:18]=[CH:17][N:16]=[C:15]([O:19][CH2:20]/[CH:21]=[CH:22]\[CH2:23][NH:24][C:25](=[O:34])[CH2:26][S:27][CH2:28][CH2:29][O:30][C:31](=[O:33])[CH3:32])[CH:14]=2)[CH2:11][CH2:10][CH2:9][CH2:8][CH2:7]1.ClC1C=C(C=CC=1)C(OO)=O>ClCCCl>[N:6]1([CH2:12][C:13]2[CH:18]=[CH:17][N:16]=[C:15]([O:19][CH2:20]/[CH:21]=[CH:22]\[CH2:23][NH:24][C:25](=[O:34])[CH2:26][S:27]([CH2:28][CH2:29][O:30][C:31](=[O:33])[CH3:32])=[O:3])[CH:14]=2)[CH2:11][CH2:10][CH2:9][CH2:8][CH2:7]1. Reported procedure: 77 μl of methanesulfonic acid was added to a solution of 0.50 g of N-[4-(4-piperidinomethyl-2-pyridyloxy)-cis-2-butenyl]-2-(2-acetoxyethylthio)acetamide (prepared as described in Example 2) in 5.5 ml of 1,2-dichloroethane, and the resulting mixture was cooled to -10° C. 0.28 g of 3-chloroperoxybenzoic acid (purity: 80%) was then added, and the reaction mixture was stirred, whilst keeping the temperature in the range from -10° C. to -5° C., for 2 hours. At the end of this time, it was washed with... Starting materials: C(C=C)[C@@]1(CCN(C(O1)=O)[C@@H](C)C1=CC=C(C=C1)OCC(F)(F)F)C1=CC=C(C=C1)F ((R)-6-allyl-6-(4-fluorophenyl)-3-((S)-1-(4-(2,2,2-trifluoroethoxy)phenyl)ethyl)-1,3-oxazinan-2-one), B.C1CCOC1 (BH3/THF). The solvent is C1CCOC1 (THF). Conditions: time 2 hour. The product is FC1=CC=C(C=C1)[C@]1(CCN(C(O1)=O)[C@@H](C)C1=CC=C(C=C1)OCC(F)(F)F)CCCO ((R)-6-(4-fluorophenyl)-6-(3-hydroxypropyl)-3-((S)-1-(4-(2,2,2-trifluoroethoxy)phenyl)ethyl)-1,3-oxazinan-2-one). Isolated yield 62.0%. Reaction SMILES: [CH2:1]([C@@:4]1([C:25]2[CH:30]=[CH:29][C:28]([F:31])=[CH:27][CH:26]=2)[O:9][C:8](=[O:10])[N:7]([C@H:11]([C:13]2[CH:18]=[CH:17][C:16]([O:19][CH2:20][C:21]([F:24])([F:23])[F:22])=[CH:15][CH:14]=2)[CH3:12])[CH2:6][CH2:5]1)[CH:2]=[CH2:3].B.C1C[O:36]CC1>C1COCC1>[F:31][C:28]1[CH:29]=[CH:30][C:25]([C@:4]2([CH2:1][CH2:2][CH2:3][OH:36])[O:9][C:8](=[O:10])[N:7]([C@H:11]([C:13]3[CH:14]=[CH:15][C:16]([O:19][CH2:20][C:21]([F:23])([F:24])[F:22])=[CH:17][CH:18]=3)[CH3:12])[CH2:6][CH2:5]2)=[CH:26][CH:27]=1 |f:1.2|. Procedure: To a solution of (R)-6-allyl-6-(4-fluorophenyl)-3-((S)-1-(4-(2,2,2-trifluoroethoxy)phenyl)ethyl)-1,3-oxazinan-2-one (500 mg, 1.6 mmol) in THF (20 mL) was added BH3/THF (1 M, 3.2 mL) at 0° C. The mixture was stirred at rt for 2 h. The mixture was quenched with H2O (2.5 mL) at 0° C., then NaOH (3 M, 1.1 mL) and 30% H2O2 (2.5 mL) were added. After stirring at rt for another 2 h, 1N HCl was added to the mixture. The mixture was extracted with EtOAc. The combined organic layer was dried over Na2SO4 a...